From a dataset of the Open Reaction Database (ORD), a public repository of structured organic reaction records. describe an organic reaction: reactants, conditions, products, and yield Reactants: FC1=NC=CC=C1C1=CC(=CN1S(=O)(=O)C=1C=NC=CC1)CN(C(OC(C)(C)C)=O)C (tert-Butyl {[5-(2-fluoropyridin-3-yl)-1-(pyridin-3-ylsulfonyl)-1H-pyrrol-3-yl]methyl}methylcarbamate), [OH-].[Na+] (sodium hydroxide). The solvent is O1CCCC1 (tetrahydrofuran), CO (methanol). Run at time 4 hour. Product: FC1=NC=CC=C1C1=CC(=CN1)CN(C(OC(C)(C)C)=O)C (tert-butyl {[5-(2-fluoropyridin-3-yl)-1H-pyrrol-3-yl]methyl}methylcarbamate). The yield is 86.9%. As a reaction SMILES: [F:1][C:2]1[C:7]([C:8]2[N:12](S(C3C=NC=CC=3)(=O)=O)[CH:11]=[C:10]([CH2:22][N:23]([CH3:31])[C:24](=[O:30])[O:25][C:26]([CH3:29])([CH3:28])[CH3:27])[CH:9]=2)=[CH:6][CH:5]=[CH:4][N:3]=1.[OH-].[Na+]>O1CCCC1.CO>[F:1][C:2]1[C:7]([C:8]2[NH:12][CH:11]=[C:10]([CH2:22][N:23]([CH3:31])[C:24](=[O:30])[O:25][C:26]([CH3:27])([CH3:28])[CH3:29])[CH:9]=2)=[CH:6][CH:5]=[CH:4][N:3]=1 |f:1.2|. Procedure: tert-Butyl {[5-(2-fluoropyridin-3-yl)-1-(pyridin-3-ylsulfonyl)-1H-pyrrol-3-yl]methyl}methylcarbamate (4.78 g) was dissolved in tetrahydrofuran (20 mL) and methanol (10 mL), 8 mol/L aqueous sodium hydroxide solution (4 mL) was added under ice-cooling. After stirring at room temperature for 4 hr, about half of the solvent was evaporated under reduced pressure, water was added to the residue and the mixture was extracted with ethyl acetate. The extract was washed with saturated brine, dried over an...